This data is from the Open Reaction Database (ORD), a public repository of structured organic reaction records. The task is: describe an organic reaction: reactants, conditions, products, and yield Starting materials: CC(C)(C)OC(=O)N1CCc2cc(O)ccc2C1, ClCCCN1CCCCC1, [H-], [Na+], CN(C)C=O. Reaction SMILES: [C:1]([CH3:2])([CH3:3])([CH3:4])[O:5][C:6](=[O:7])[N:8]1[CH2:9][c:10]2[cH:11][cH:12][c:13]([OH:18])[cH:14][c:15]2[CH2:16][CH2:17]1.[Cl:21][CH2:22][CH2:23][CH2:24][N:25]1[CH2:26][CH2:27][CH2:28][CH2:29][CH2:30]1.[H-:20].[Na+:19].[O:31]=[CH:32][N:33]([CH3:34])[CH3:35]>>[C:1]([CH3:2])([CH3:3])([CH3:4])[O:5][C:6](=[O:7])[N:8]1[CH2:9][c:10]2[cH:11][cH:12][c:13]([O:18][CH2:22][CH2:23][CH2:24][N:25]3[CH2:26][CH2:27][CH2:28][CH2:29][CH2:30]3)[cH:14][c:15]2[CH2:16][CH2:17]1. The product is CC(C)(C)OC(=O)N1CCc2cc(OCCCN3CCCCC3)ccc2C1. The reactants are [Na].OC=CC#N (sodium 3-hydroxyacrylonitrile), Cl.C(C1=CC=CC=C1)N (benzylamine hydrochloride). Run in C(C)#N (acetonitrile). The product is C(C1=CC=CC=C1)NC=CC#N (3-benzylaminoacrylonitrile). Yield: 57.1%. Reaction SMILES: [Na].O[CH:3]=[CH:4][C:5]#[N:6].Cl.[CH2:8]([NH2:15])[C:9]1[CH:14]=[CH:13][CH:12]=[CH:11][CH:10]=1>C(#N)C>[CH2:8]([NH:15][CH:3]=[CH:4][C:5]#[N:6])[C:9]1[CH:14]=[CH:13][CH:12]=[CH:11][CH:10]=1 |f:0.1,2.3,^1:0|. Procedure: 32.5 g (0.25 mol) of sodium-3-hydroxyacrylonitrile (content 70%) and 43.1 g (0.3 mol) of benzylamine hydrochloride are refluxed for 5 h in 150 ml of acetonitrile. After removal of the solid by filtration and withdrawal of the solvent, the product was dissolved in chloroform and washed with water. Subsequent vacuum distillation yielded 22.6 g of 3-benzylaminoacrylonitrile (57.1%). The reactants are C(C)[C@@H]1[C@H]2[C@@H]3CC[C@@H]([C@@]3(C)CC[C@@H]2[C@]2(CCC(CC2=C1)=O)C)O[Si](C)(C)C(C)(C)C (7β-ethyl-17β-tert-butyl-dimethylsilyloxy-androst-5-en-3-one), N12CCCCCC2=NCCC1 (1,8-diazabicyclo[5.4.0]undec-7-ene), [F-].C(CCC)[N+](CCCC)(CCCC)CCCC (tetrabutylammonium fluoride). The solvent is C1CCOC1 (THF), CCOC(=O)C (EtOAc). Conditions: time 1 hour. Yields the product C(C)[C@@H]1[C@H]2[C@@H]3CC[C@@H]([C@@]3(C)CC[C@@H]2[C@]2(CCC(C=C2C1)=O)C)O (7β-ethyl-17β-hydroxy-androst-4-en-3-one). RXN SMILES: [CH2:1]([C@H:3]1[CH:20]=[C:19]2[C@:14]([CH3:22])([CH2:15][CH2:16][C:17](=[O:21])[CH2:18]2)[C@@H:13]2[C@@H:4]1[C@H:5]1[C@@:9]([CH2:11][CH2:12]2)([CH3:10])[C@@H:8]([O:23][Si](C(C)(C)C)(C)C)[CH2:7][CH2:6]1)[CH3:2].N12CCCN=C1CCCCC2.[F-].C([N+](CCCC)(CCCC)CCCC)CCC>C1COCC1.CCOC(C)=O>[CH2:1]([C@H:3]1[CH2:20][C:19]2[C@:14]([CH3:22])([CH2:15][CH2:16][C:17](=[O:21])[CH:18]=2)[C@@H:13]2[C@@H:4]1[C@H:5]1[C@@:9]([CH2:11][CH2:12]2)([CH3:10])[C@@H:8]([OH:23])[CH2:7][CH2:6]1)[CH3:2] |f:2.3|. Procedure details: 7β-Ethyl-17β-tert-butyl-dimethylsilyloxy-androst-5-en-3-one (15.000 g, 34.824 mmol) from Example 16E or otherwise obtained is dissolved in THF (100 mL). To the solution is added 1,8-diazabicyclo[5.4.0]undec-7-ene (1.20 mL, 8.024 mmol) and the reaction mixture is heated to reflux under nitrogen. After 1 hour, the reaction mixture is cooled to room temperature and tetrabutylammonium fluoride (1.0 M in THF; 36.0 mL, 36.00 mmol) is added. The desilylation reaction is allowed to occur over 90 minutes... Starting materials: CO, CP(=O)(O)C(C(=O)NC=Cc1ccc(F)c(F)c1)c1csc2ccc(Cl)cc12, [OH-], C[N+](C)(C)CCO. Yields the product CP(=O)(O)C(C(=O)NC=Cc1ccc(F)c(F)c1)c1csc2ccc(Cl)cc12, C[N+](C)(C)CCO. RXN SMILES: [CH3:37][OH:38].[Cl:1][c:2]1[cH:3][c:4]2[c:5]([s:6][cH:7][c:8]2[CH:9]([C:10]([NH:11][CH:12]=[CH:13][c:14]2[cH:15][c:16]([F:21])[c:17]([F:20])[cH:18][cH:19]2)=[O:22])[P:23]([OH:24])(=[O:25])[CH3:26])[cH:27][cH:28]1.[OH-:29].[OH:30][CH2:31][CH2:32][N+:33]([CH3:34])([CH3:35])[CH3:36]>>[Cl:1][c:2]1[cH:3][c:4]2[c:5]([s:6][cH:7][c:8]2[CH:9]([C:10]([NH:11][CH:12]=[CH:13][c:14]2[cH:15][c:16]([F:21])[c:17]([F:20])[cH:18][cH:19]2)=[O:22])[P:23](=[O:24])([OH:25])[CH3:26])[cH:27][cH:28]1.[OH:30][CH2:31][CH2:32][N+:33]([CH3:34])([CH3:35])[CH3:36]. Starting materials: S1C(=NC2=C1C=CC=C2)COC=2C1=C(SC2C(=O)NC(C(=O)O)(C)C)C=CC(=C1)F (2-{[3-(benzothiazol-2-ylmethoxy)-5-fluoro-benzo[b]thiophene-2-carbonyl]-amino}-2-methyl-propionic acid), COC(C(C)(C)NC(=O)C1=C(C2=C(S1)C=CC(=C2)F)OCC=2C=NC(=CC2)C(F)(F)F)=O (2-{[5-fluoro-3-(6-trifluoromethyl-pyridin-3-ylmethoxy)-benzo[b]thiophene-2-carbonyl]-amino}-2-methyl-propionic acid methyl ester). Yields the product FC1=CC2=C(SC(=C2OCC=2C=NC(=CC2)C(F)(F)F)C(=O)NC(C(=O)O)(C)C)C=C1 (2-{[5-Fluoro-3-(6-trifluoromethyl-pyridin-3-ylmethoxy)-benzo[b]thio-phene-2-carbonyl]-amino}-2-methyl-propionic acid). RXN SMILES: S1C2C=CC=CC=2N=C1COC1C2C=C(F)C=CC=2SC=1C(NC(C)(C)C(O)=O)=O.C[O:32][C:33](=[O:62])[C:34]([NH:37][C:38]([C:40]1[S:44][C:43]2[CH:45]=[CH:46][C:47]([F:49])=[CH:48][C:42]=2[C:41]=1[O:50][CH2:51][C:52]1[CH:53]=[N:54][C:55]([C:58]([F:61])([F:60])[F:59])=[CH:56][CH:57]=1)=[O:39])([CH3:36])[CH3:35]>>[F:49][C:47]1[CH:46]=[CH:45][C:43]2[S:44][C:40]([C:38]([NH:37][C:34]([CH3:35])([CH3:36])[C:33]([OH:62])=[O:32])=[O:39])=[C:41]([O:50][CH2:51][C:52]3[CH:53]=[N:54][C:55]([C:58]([F:60])([F:59])[F:61])=[CH:56][CH:57]=3)[C:42]=2[CH:48]=1. Procedure: 2-{[5-Fluoro-3-(6-trifluoromethyl-pyridin-3-ylmethoxy)-benzo[b]thio-phene-2-carbonyl]-amino}-2-methyl-propionic acid was prepared in similar manner as 2-{[3-(benzothiazol-2-ylmethoxy)-5-fluoro-benzo[b]thiophene-2-carbonyl]-amino}-2-methyl-propionic acid (example 158) via 2-{[5-fluoro-3-(6-trifluoromethyl-pyridin-3-ylmethoxy)-benzo[b]thiophene-2-carbonyl]-amino}-2-methyl-propionic acid methyl ester (C21H18F4N2O4S (470.45), LCMS (ESI): 471.10 (MH+)). Starting materials: ClC1=NC(=C2N=CN(C2=N1)C1C(C(C(C1)N1N=NC(=C1)CC)O)O)NCC(C1=CC=CC=C1)C1=CC=CC=C1 (3-[2-chloro-6-(2,2-diphenyl-ethylamino)-purin-9-yl]-5-(4-ethyl-[1,2,3]triazol-1-yl)-cyclopentane-1,2-diol), FC(C(=O)O)(F)F.C1(=CC=CC=C1)C(CNC1=C2N=CN(C2=NC(=N1)NCCN1CCCCC1)[C@H]1[C@@H]([C@@H]([C@H](C1)N1N=CC(=C1)CO)O)O)C1=CC=CC=C1 ((1R,2S,3R,5S)-3-[6-(2,2-diphenyl-ethylamino)-2-(2-piperidin-1-yl-ethylamino)-purin-9-yl]-5-(4-hydroxymethyl-pyrazol-1-yl)-cyclopentane-1,2-diol trifluoroacetate), C(C)(C)(C)OC(N[C@H]1CNCC1)=O ((R)-pyrrolidin-3-yl-carbamic acid tert-butyl ester). Product: C(C)(C)(C)OC(N[C@H]1CN(CC1)C1=NC(=C2N=CN(C2=N1)[C@H]1[C@@H]([C@@H]([C@H](C1)N1N=CC(=N1)CC)O)O)NCC(C1=CC=CC=C1)C1=CC=CC=C1)=O (((R)-1-{6-(2,2-diphenyl-ethylamino)-9-[(1R,2S,3R,4S)-4-(4-ethyl-[1,2,3]triazol-2-yl)-2,3-dihydroxy-cyclopentyl]-9H-purin-2-yl}-pyrrolidin-3-yl)-carbamic Acid Tert-Butyl Ester). RXN SMILES: Cl[C:2]1N=C2C(N=CN2C2CC(N3C=C(CC)N=N3)C(O)C2O)=C(NCC(C2C=CC=CC=2)C2C=CC=CC=2)[N:3]=1.FC(F)(F)C(O)=O.[C:47]1([CH:53]([C:88]2[CH:93]=[CH:92][CH:91]=[CH:90][CH:89]=2)[CH2:54][NH:55][C:56]2[N:64]=[C:63](NCCN3CCCCC3)[N:62]=[C:61]3[C:57]=2[N:58]=[CH:59][N:60]3[C@@H:74]2[CH2:78][C@H:77]([N:79]3C=[C:82]([CH2:84]O)[CH:81]=[N:80]3)[C@@H:76]([OH:86])[C@H:75]2[OH:87])[CH:52]=[CH:51][CH:50]=[CH:49][CH:48]=1.[C:94]([O:98][C:99](=[O:106])[NH:100][C@@H:101]1[CH2:105][CH2:104][NH:103][CH2:102]1)([CH3:97])([CH3:96])[CH3:95]>>[C:94]([O:98][C:99](=[O:106])[NH:100][C@@H:101]1[CH2:105][CH2:104][N:103]([C:63]2[N:62]=[C:61]3[C:57]([N:58]=[CH:59][N:60]3[C@@H:74]3[CH2:78][C@H:77]([N:79]4[N:80]=[C:81]([CH2:82][CH3:84])[CH:2]=[N:3]4)[C@@H:76]([OH:86])[C@H:75]3[OH:87])=[C:56]([NH:55][CH2:54][CH:53]([C:47]3[CH:48]=[CH:49][CH:50]=[CH:51][CH:52]=3)[C:88]3[CH:89]=[CH:90][CH:91]=[CH:92][CH:93]=3)[N:64]=2)[CH2:102]1)([CH3:97])([CH3:95])[CH3:96] |f:1.2|. Procedure details: This compound is prepared from 3-[2-chloro-6-(2,2-diphenyl-ethylamino)-purin-9-yl]-5-(4-ethyl-[1,2,3]triazol-1-yl)-cyclopentane-1,2-diol (Intermediate BA9) using a procedure analogous to that of (1R,2S,3R,5S)-3-[6-(2,2-diphenyl-ethylamino)-2-(2-piperidin-1-yl-ethylamino)-purin-9-yl]-5-(4-hydroxymethyl-pyrazol-1-yl)-cyclopentane-1,2-diol trifluoroacetate (Example 46) by replacing trans-1,4-diaminocyclohexane with (R)-pyrrolidin-3-yl-carbamic acid tert-butyl ester.